Dataset: the Open Reaction Database (ORD), a public repository of structured organic reaction records. Task: describe an organic reaction: reactants, conditions, products, and yield Reactants: FC1=CC=C(C(=O)C2CCN(CC2)CCCC(=O)C2=CC=CC=C2)C=C1 (4-[4-(4-fluorobenzoyl)-1-piperdinyl]-1-phenyl-1-butanone), Cl.Cl.NCCON (O-(2-aminoethyl)hydroxylamine dihydrochloride), N1=CC=CC=C1 (pyridine). Solvent: C(C)O (ethanol). Conditions: temperature 60 celsius, time 8 hour. Product: Cl.Cl.NCCON=C(CCCN1CCC(CC1)C(C1=CC=C(C=C1)F)=O)C1=CC=CC=C1 (4-[4-(4-Fluorobenzoyl)-1-piperidinyl]-1-phenyl-1-butanone O-(2-aminoethyl)oxime dihydrochloride). Isolated yield 64.0%. Reaction SMILES: [F:1][C:2]1[CH:26]=[CH:25][C:5]([C:6]([CH:8]2[CH2:13][CH2:12][N:11]([CH2:14][CH2:15][CH2:16][C:17]([C:19]3[CH:24]=[CH:23][CH:22]=[CH:21][CH:20]=3)=O)[CH2:10][CH2:9]2)=[O:7])=[CH:4][CH:3]=1.[ClH:27].Cl.[NH2:29][CH2:30][CH2:31][O:32][NH2:33].N1C=CC=CC=1>C(O)C>[ClH:27].[ClH:27].[NH2:29][CH2:30][CH2:31][O:32][N:33]=[C:17]([C:19]1[CH:20]=[CH:21][CH:22]=[CH:23][CH:24]=1)[CH2:16][CH2:15][CH2:14][N:11]1[CH2:12][CH2:13][CH:8]([C:6](=[O:7])[C:5]2[CH:25]=[CH:26][C:2]([F:1])=[CH:3][CH:4]=2)[CH2:9][CH2:10]1 |f:1.2.3,6.7.8|. Procedure: A mixture of 4-[4-(4-fluorobenzoyl)-1-piperdinyl]-1-phenyl-1-butanone (5.00 g) , O-(2-aminoethyl)hydroxylamine dihydrochloride (2.21 g), 3 equivalents of pyridine, and absolute ethanol (75 ml) was stirred at 60° C., overnight, under nitrogen. The reaction mixture was evaporated, toluene was added and evaporated. The reaction mixture was partitioned between 10% sodium hydroxide solution and ethyl acetate. The layers were separated and the aqueous phase extracted with ethyl acetate. The combined o...